This data is from the Open Reaction Database (ORD), a public repository of structured organic reaction records. The task is: describe an organic reaction: reactants, conditions, products, and yield Reactants: OC=1C=C(C(C(=O)OC)=CC1)C(=O)OC (dimethyl 4-hydroxyphthalate), C([O-])([O-])=O.[K+].[K+] (potassium carbonate), COC1=CC=C(CCl)C=C1 (4-methoxybenzyl chloride). The solvent is CN(C)C=O (DMF). Run at time 4 day. The product is COC1=CC=C(COC=2C=C(C(C(=O)OC)=CC2)C(=O)OC)C=C1 (Dimethyl 4-(4-methoxybenzyloxy)phthalate). Reaction SMILES: [OH:1][C:2]1[CH:3]=[C:4]([C:12]([O:14][CH3:15])=[O:13])[C:5](=[CH:10][CH:11]=1)[C:6]([O:8][CH3:9])=[O:7].C(=O)([O-])[O-].[K+].[K+].[CH3:22][O:23][C:24]1[CH:31]=[CH:30][C:27]([CH2:28]Cl)=[CH:26][CH:25]=1>CN(C=O)C>[CH3:22][O:23][C:24]1[CH:31]=[CH:30][C:27]([CH2:28][O:1][C:2]2[CH:3]=[C:4]([C:12]([O:14][CH3:15])=[O:13])[C:5](=[CH:10][CH:11]=2)[C:6]([O:8][CH3:9])=[O:7])=[CH:26][CH:25]=1 |f:1.2.3|. Procedure details: 1 eq. of dimethyl 4-hydroxyphthalate, 1.1 eq. of potassium carbonate and 1.1 eq. of 4-methoxybenzyl chloride were stirred in DMF at RT. After 4 days, the mixture was worked up according to a standard procedure. Dimethyl 4-(4-methoxybenzyloxy)phthalate was isolated as a colorless oil. MS: 331 ((M+1)+) Reactants: CC=1N=C(SC1)N (4-methylthiazol-2-amine), C1(=CC=CC=C1)P(C1=CC=CC=2C(C3=CC=CC(=C3OC12)P(C1=CC=CC=C1)C1=CC=CC=C1)(C)C)C1=CC=CC=C1 (4,5-bis(diphenylphosphino)-9,9-dimethyl-9H-xanthene), ClC1=NC=CC(=C1)OC1CN(CCC1)C(=O)OC(C)(C)C (tert-butyl 3-(2-chloropyridin-4-yloxy)piperidine-1-carboxylate), P(=O)([O-])([O-])[O-].[K+].[K+].[K+] (potassium phosphate). Reagents/catalysts: C=1C=CC(=CC1)/C=C/C(=O)/C=C/C2=CC=CC=C2.C=1C=CC(=CC1)/C=C/C(=O)/C=C/C2=CC=CC=C2.C=1C=CC(=CC1)/C=C/C(=O)/C=C/C2=CC=CC=C2.[Pd].[Pd] (tris(dibenzylideneacetone)dipalladium). Run in O (water), C1(=CC=CC=C1)C (toluene). Product: CC=1N=C(SC1)NC1=NC=CC(=C1)OC1CN(CCC1)C(=O)OC(C)(C)C (tert-butyl 3-(2-(4-methylthiazol-2-ylamino)pyridin-4-yloxy)piperidine-1-carboxylate). Yield: 53.3%. Reaction SMILES: [CH3:1][C:2]1[N:3]=[C:4]([NH2:7])[S:5][CH:6]=1.Cl[C:9]1[CH:14]=[C:13]([O:15][CH:16]2[CH2:21][CH2:20][CH2:19][N:18]([C:22]([O:24][C:25]([CH3:28])([CH3:27])[CH3:26])=[O:23])[CH2:17]2)[CH:12]=[CH:11][N:10]=1.P([O-])([O-])([O-])=O.[K+].[K+].[K+].C1(P(C2C=CC=CC=2)C2C3OC4C(=CC=CC=4P(C4C=CC=CC=4)C4C=CC=CC=4)C(C)(C)C=3C=CC=2)C=CC=CC=1>C1(C)C=CC=CC=1.C1C=CC(/C=C/C(/C=C/C2C=CC=CC=2)=O)=CC=1.C1C=CC(/C=C/C(/C=C/C2C=CC=CC=2)=O)=CC=1.C1C=CC(/C=C/C(/C=C/C2C=CC=CC=2)=O)=CC=1.[Pd].[Pd].O>[CH3:1][C:2]1[N:3]=[C:4]([NH:7][C:9]2[CH:14]=[C:13]([O:15][CH:16]3[CH2:21][CH2:20][CH2:19][N:18]([C:22]([O:24][C:25]([CH3:28])([CH3:27])[CH3:26])=[O:23])[CH2:17]3)[CH:12]=[CH:11][N:10]=2)[S:5][CH:6]=1 |f:2.3.4.5,8.9.10.11.12|. Procedure details: Using the method of Example 3, Step B, 4-methylthiazol-2-amine (18.2 mL, 7.27 mmol), tert-butyl 3-(2-chloropyridin-4-yloxy)piperidine-1-carboxylate (2.50 g, 8.00 mmol), potassium phosphate (1.70 g, 8.00 mmol), tris(dibenzylideneacetone)dipalladium (0) (0.166 g, 0.182 mmol) and 4,5-bis(diphenylphosphino)-9,9-dimethyl-9H-xanthene (0.116 g, 0.200 mmol) were reacted in toluene (20 mL) and water (5 mL) to provide tert-butyl 3-(2-(4-methylthiazol-2-ylamino)pyridin-4-yloxy)piperidine-1-carboxylate ((1....